Task: describe an organic reaction: reactants, conditions, products, and yield. Dataset: the Open Reaction Database (ORD), a public repository of structured organic reaction records The reactants are N(CCO)CCO (diethanolamine), C(C(=O)OCC)(=O)OCC (diethyl oxalate), compound, CO (methanol). The solvent is C(C)(C)O (isopropyl alcohol), C(C)(C)O (isopropyl alcohol). Reaction conditions: temperature 2.5 celsius, time 8 hour. The product is OCCN1C(C(OCC1)=O)=O (4(2-hydroxyethyl)morpholine-2,3-dione), white crystals. Isolated yield 89.5%. RXN SMILES: [C:1]([O:8][CH2:9][CH3:10])(=[O:7])[C:2]([O:4]CC)=O.CO.[NH:13](CCO)[CH2:14][CH2:15][OH:16]>C(O)(C)C>[OH:16][CH2:15][CH2:14][N:13]1[CH2:10][CH2:9][O:8][C:1](=[O:7])[C:2]1=[O:4]. Procedure details: A 4(2-hydroxyethyl)morpholine-2,3-dione was prepared at low temperatures by the following procedure. Into a five-necked 22 liter round bottomed flask equipped with a reflux condenser, nitrogen bubbler, addition funnel, thermocouple well, and mechanical stirrer was charged 3000 g (20.53 mol) of diethyl oxalate and 2000 ml of isopropyl alcohol. The solution was cooled to 0 to 5° C. using a cold bath of ice and methanol. A solution of 2160 g (20.53 mol) of diethanolamine dissolved in 2000 ml of iso... Starting materials: C([O-])([O-])=O.[K+].[K+] (potassium carbonate), CC(C1=CC=CC=C1)(C)N (α,α-dimethylbenzylamine), BrCC(=O)OC (methyl bromoacetate). The solvent is C(C)#N (acetonitrile). Conditions: time 1 day. Product: CC(C1=CC=CC=C1)(C)NCC(=O)OC (methyl 2-(α,α-dimethylbenzylamino)acetate). The yield is 58.4%. RXN SMILES: [CH3:1][C:2]([NH2:10])([CH3:9])[C:3]1[CH:8]=[CH:7][CH:6]=[CH:5][CH:4]=1.C(=O)([O-])[O-].[K+].[K+].Br[CH2:18][C:19]([O:21][CH3:22])=[O:20]>C(#N)C>[CH3:1][C:2]([NH:10][CH2:18][C:19]([O:21][CH3:22])=[O:20])([CH3:9])[C:3]1[CH:8]=[CH:7][CH:6]=[CH:5][CH:4]=1 |f:1.2.3|. Reported procedure: 13.5 g (0.1 mol) of α,α-dimethylbenzylamine was dissolved in 200 ml of acetonitrile, and 15 g (0.11 mol) of potassium carbonate was added thereto. 15.3 g (0.1 mol) of methyl bromoacetate was gradually dropwise added thereto under cooling with ice. After completion of the dropwise addition, reaction mixture was returned to room temperature and stirred for one day and night. Salts were removed by filtration, and acetonitrile was distilled off under reduced pressure. Water was added to the residue ... As a reaction SMILES: [C:19](=[O:20])([O-:21])[O-:22].[C:25](=[O:26])([O-:27])[O-:28].[CH3:1][O:2][c:3]1[c:4]([OH:12])[cH:5][c:6]([N+:9](=[O:10])[O-:11])[cH:7][cH:8]1.[CH3:31][N:32]([CH3:33])[CH:34]=[O:35].[CH:13]1([Br:18])[CH2:14][CH2:15][CH2:16][CH2:17]1.[Cs+:23].[Cs+:24].[Na+:29].[Na+:30]>>[CH3:1][O:2][c:3]1[c:4]([O:12][CH:13]2[CH2:14][CH2:15][CH2:16][CH2:17]2)[cH:5][c:6]([N+:9](=[O:10])[O-:11])[cH:7][cH:8]1. The product is COc1ccc([N+](=O)[O-])cc1OC1CCCC1. Starting materials: O=C([O-])[O-], O=C([O-])[O-], COc1ccc([N+](=O)[O-])cc1O, CN(C)C=O, BrC1CCCC1, [Cs+], [Cs+], [Na+], [Na+]. Starting materials: C=O, Cc1ccc(O)c(C)c1, [Na+], [OH-], O. Product: Cc1cc(C)c(O)c(CO)c1. RXN SMILES: [CH2:1]=[O:2].[CH3:3][c:4]1[c:5]([OH:11])[cH:6][cH:7][c:8]([CH3:10])[cH:9]1.[Na+:13].[OH-:12].[OH2:14]>>[CH2:1]([OH:2])[c:6]1[c:5]([OH:11])[c:4]([CH3:3])[cH:9][c:8]([CH3:10])[cH:7]1. Starting materials: D4, FC1=C(C#N)C=C(C=C1)C=O (2-fluoro-5-formylbenzonitrile), FC=1C=C(C=NC1F)O (5,6-difluoropyridin-3-ol). Product: FC=1C=C(C=NC1F)OC1=C(C#N)C=C(C=C1)C=O (2-((5,6-difluoropyridin-3-yl)oxy)-5-formylbenzonitrile). Reaction SMILES: F[C:2]1[CH:9]=[CH:8][C:7]([CH:10]=[O:11])=[CH:6][C:3]=1[C:4]#[N:5].[F:12][C:13]1[CH:14]=[C:15]([OH:20])[CH:16]=[N:17][C:18]=1[F:19]>>[F:12][C:13]1[CH:14]=[C:15]([O:20][C:2]2[CH:9]=[CH:8][C:7]([CH:10]=[O:11])=[CH:6][C:3]=2[C:4]#[N:5])[CH:16]=[N:17][C:18]=1[F:19]. Reported procedure: The title compound was prepared by a procedure similar to that described for D4 starting from 2-fluoro-5-formylbenzonitrile and 5,6-difluoropyridin-3-ol.